This data is from the Open Reaction Database (ORD), a public repository of structured organic reaction records. The task is: describe an organic reaction: reactants, conditions, products, and yield Reactants: ClC=1C=C(C(=O)OC)C=C(C1O)CC=C (methyl 3-chloro-4-hydroxy-5-(prop-2-ene-1-yl)benzoate), 4-dimethyl-aminopyridine, C(C)(C)(C)[Si](Cl)(C)C (tert-butyldimethylchlorosilane). Run in C(Cl)Cl (methylene chloride). Reaction conditions: time 3 hour. Yields the product ClC=1C=C(CO)C=C(C1O)CC=C (3-chloro-4-hydroxy-5-(prop-2-en-1-yl)benzyl alcohol). The yield is 57.0%. RXN SMILES: [Cl:1][C:2]1[CH:3]=[C:4]([CH:9]=[C:10]([CH2:13][CH:14]=[CH2:15])[C:11]=1[OH:12])[C:5](OC)=[O:6].C([Si](C)(C)Cl)(C)(C)C>C(Cl)Cl>[Cl:1][C:2]1[CH:3]=[C:4]([CH:9]=[C:10]([CH2:13][CH:14]=[CH2:15])[C:11]=1[OH:12])[CH2:5][OH:6]. Procedure: To a stirred solution of 10.00 g (44.1 mmol) of the product of Step A in 100 mL methylene chloride was added 6.468 g (52,9 mmol) of 4-dimethyl-aminopyridine, 7.980 g (52.9 mmol) of tert-butyldimethylchlorosilane and the mixture was stirred at room temperature for 3 hours. The reaction mixture was partitioned between methylene chloride and water, the organic layer was separated washed with 1.0N HCl, 5% NaHCO3, dried (MgSO4), filtered and evaporated. The residue was dissolved in 35 mL of anhydous ...